Dataset: the Open Reaction Database (ORD), a public repository of structured organic reaction records. Task: describe an organic reaction: reactants, conditions, products, and yield The reactants are C(CCC=C)O (4-pentenol), N1=CC=CC=C1 (pyridine), C(CCCCCCCCC=C)(=O)Cl (10-undecenoyl chloride). Solvent: C(Cl)Cl (methylene chloride), C(Cl)Cl (methylene chloride). Conditions: time 30 minute. Product: C(CCCCCCCCC=C)(=O)OCCCC=C (4-pentenyl 10-undecenoate). Isolated yield 86.4%. RXN SMILES: C([OH:6])CCC=C.N1[CH:12]=[CH:11][CH:10]=[CH:9][CH:8]=1.[C:13](Cl)(=[O:24])[CH2:14][CH2:15][CH2:16][CH2:17][CH2:18][CH2:19][CH2:20][CH2:21][CH:22]=[CH2:23]>C(Cl)Cl>[C:13]([O:24][CH2:8][CH2:9][CH2:10][CH:11]=[CH2:12])(=[O:6])[CH2:14][CH2:15][CH2:16][CH2:17][CH2:18][CH2:19][CH2:20][CH2:21][CH:22]=[CH2:23]. Procedure: A flask was charged with 10 g (116 mmol) of 4-pentenol, 200 ml of methylene chloride, 18.33 g (232 mmol) of pyridine and the mixture was ice-cooled. To the mixture was added dropwise 80 ml of a methylene chloride solution containing 23.51 g (116 mmol) of 10-undecenoyl chloride. The resulting mixture was stirred for 30 minutes and then at room temperature for 3 hours. The insoluble substance was filtered. 5% hydrochloric acid was added to the filtrate to separate an organic layer. The organic lay... Starting materials: BrC1=CC=C(C=C1)[C@H](C)N1C(O[C@](CC1)(C1=CC=CC=C1)CCCN(C(C)=O)C)=O (N-(3-((R)-3-((S)-1-(4-bromophenyl)ethyl)-2-oxo-6-phenyl-1,3-oxazinan-6-yl)propyl)-N-methylacetamide), CC1=NC=CC(=C1)B(O)O (2-methylpyridine-4-boronic acid). Product: CN(C(C)=O)CCC[C@@]1(CCN(C(O1)=O)[C@@H](C)C1=CC=C(C=C1)C1=CC(=NC=C1)C)C1=CC=CC=C1 (N-methyl-N-(3-((R)-3-((S)-1-(4-(2-methylpyridin-4-yl)phenyl)ethyl)-2-oxo-6-phenyl-1,3-oxazinan-6-yl)propyl)acetamide). As a reaction SMILES: Br[C:2]1[CH:7]=[CH:6][C:5]([C@@H:8]([N:10]2[CH2:15][CH2:14][C@:13]([CH2:22][CH2:23][CH2:24][N:25]([CH3:29])[C:26](=[O:28])[CH3:27])([C:16]3[CH:21]=[CH:20][CH:19]=[CH:18][CH:17]=3)[O:12][C:11]2=[O:30])[CH3:9])=[CH:4][CH:3]=1.[CH3:31][C:32]1[CH:37]=[C:36](B(O)O)[CH:35]=[CH:34][N:33]=1>>[CH3:29][N:25]([CH2:24][CH2:23][CH2:22][C@@:13]1([C:16]2[CH:21]=[CH:20][CH:19]=[CH:18][CH:17]=2)[O:12][C:11](=[O:30])[N:10]([C@H:8]([C:5]2[CH:6]=[CH:7][C:2]([C:36]3[CH:35]=[CH:34][N:33]=[C:32]([CH3:31])[CH:37]=3)=[CH:3][CH:4]=2)[CH3:9])[CH2:15][CH2:14]1)[C:26](=[O:28])[CH3:27]. Procedure: The title compound was prepared from N-(3-((R)-3-((S)-1-(4-bromophenyl)ethyl)-2-oxo-6-phenyl-1,3-oxazinan-6-yl)propyl)-N-methylacetamide and 2-methylpyridine-4-boronic acid following a procedure analogous to that described in Example 1 Step 2. LC-MS Method 2 tR=0.98, m/z=486.2; 1H NMR (CDCl3) 1.21-1.38 (m, 1H), 1.52 (d, 3H), 1.61-1.90 (m, 3H), 2.05 (d, 3H), 2.17 (m, 1H), 2.42 (m, 2H), 2.78 (s, 1H), 2.83 (s, 3H), 2.85 (s, 2H), 2.92 (m, 1H), 3.11-3.33 (m, 2H), 5.65 (m, 1H), 7.05 (d, 2H), 7.21 (m, ... Starting materials: CCOC(C)=O, CCO, [Ca+2], Cc1cc(N)cc(C)c1S(=O)(=O)C[N+](=O)[O-], O=C([O-])[O-], O=C=O, C1CCOC1, O=C(Cl)Cc1ccccc1. Yields the product Cc1cc(NC(=O)Cc2ccccc2)cc(C)c1S(=O)(=O)C[N+](=O)[O-]. Reaction SMILES: [CH3:40][CH2:41][O:42][C:43](=[O:44])[CH3:45].[CH3:46][CH2:47][OH:48].[Ca+2:11].[NH2:16][c:17]1[cH:18][c:19]([CH3:31])[c:20]([S:24](=[O:25])(=[O:26])[CH2:27][N+:28](=[O:29])[O-:30])[c:21]([CH3:23])[cH:22]1.[O-:12][C:13](=[O:14])[O-:15].[O:32]=[C:33]=[O:34].[O:35]1[CH2:36][CH2:37][CH2:38][CH2:39]1.[c:1]1([CH2:7][C:8](=[O:9])[Cl:10])[cH:2][cH:3][cH:4][cH:5][cH:6]1>>[c:1]1([CH2:7][C:8](=[O:9])[NH:16][c:17]2[cH:18][c:19]([CH3:31])[c:20]([S:24](=[O:25])(=[O:26])[CH2:27][N+:28](=[O:29])[O-:30])[c:21]([CH3:23])[cH:22]2)[cH:2][cH:3][cH:4][cH:5][cH:6]1. The reactants are CN(C(=O)Cl)c1ccccc1, Oc1ccc(Oc2ccccc2)cc1. The product is CN(C(=O)Oc1ccc(Oc2ccccc2)cc1)c1ccccc1. RXN SMILES: [CH3:15][N:16]([C:17](=[O:18])[Cl:19])[c:20]1[cH:21][cH:22][cH:23][cH:24][cH:25]1.[O:1]([c:2]1[cH:3][cH:4][cH:5][cH:6][cH:7]1)[c:8]1[cH:9][cH:10][c:11]([OH:14])[cH:12][cH:13]1>>[O:1]([c:2]1[cH:3][cH:4][cH:5][cH:6][cH:7]1)[c:8]1[cH:9][cH:10][c:11]([O:14][C:17]([N:16]([CH3:15])[c:20]2[cH:21][cH:22][cH:23][cH:24][cH:25]2)=[O:18])[cH:12][cH:13]1. Reactants: COc1ccc2cc(COC(C)(C(=O)O)C(F)(F)F)ccc2c1, C=[N+]=[N-]. Product: COC(=O)C(C)(OCc1ccc2cc(OC)ccc2c1)C(F)(F)F. Reaction SMILES: [CH3:1][O:2][c:3]1[cH:4][c:5]2[cH:6][cH:7][c:8]([CH2:13][O:14][C:15]([C:16](=[O:17])[OH:18])([C:19]([F:20])([F:21])[F:22])[CH3:23])[cH:9][c:10]2[cH:11][cH:12]1.[N+:24](=[N-:25])=[CH2:26]>>[CH3:1][O:2][c:3]1[cH:4][c:5]2[cH:6][cH:7][c:8]([CH2:13][O:14][C:15]([C:16](=[O:17])[O:18][CH3:26])([C:19]([F:20])([F:21])[F:22])[CH3:23])[cH:9][c:10]2[cH:11][cH:12]1. Procedure: In analogous manner to that described in Example 3, 2-amino-4-n-propylamino-5,6-dichloro-pyrimidine and 2-amino-4-n-butylamino-5,6-dichloro-pyrimidine may be produced. Isolation and purification may be effected in conventional manner. Product: NC1=NC(=C(C(=N1)NC(C)C)Cl)Cl (2-Amino-4-isopropylamino-5,6-dichloro-pyrimidine). The reactants are NC1=NC(=C(C(=N1)NCCC)Cl)Cl (2-amino-4-n-propylamino-5,6-dichloro-pyrimidine), NC1=NC(=C(C(=N1)NCCCC)Cl)Cl (2-amino-4-n-butylamino-5,6-dichloro-pyrimidine). As a reaction SMILES: [NH2:1][C:2]1[N:7]=[C:6]([NH:8][CH2:9][CH2:10]C)[C:5]([Cl:12])=[C:4]([Cl:13])[N:3]=1.N[C:15]1N=C(NCCCC)C(Cl)=C(Cl)N=1>>[NH2:1][C:2]1[N:7]=[C:6]([NH:8][CH:9]([CH3:10])[CH3:15])[C:5]([Cl:12])=[C:4]([Cl:13])[N:3]=1. Starting materials: BrCc1ccccc1, CC1(C)CC(=O)NC(=O)C1, CC(C)=O, [K+], [K+], O=C([O-])[O-]. Yields the product CC1(C)CC(=O)N(Cc2ccccc2)C(=O)C1. RXN SMILES: [Br:17][CH2:18][c:19]1[cH:20][cH:21][cH:22][cH:23][cH:24]1.[CH3:1][C:2]1([CH3:10])[CH2:3][C:4](=[O:9])[NH:5][C:6](=[O:8])[CH2:7]1.[CH3:25][C:26](=[O:27])[CH3:28].[K+:11].[K+:12].[O-:13][C:14]([O-:15])=[O:16]>>[CH3:1][C:2]1([CH3:10])[CH2:3][C:4](=[O:9])[N:5]([CH2:18][c:19]2[cH:20][cH:21][cH:22][cH:23][cH:24]2)[C:6](=[O:8])[CH2:7]1. The reactants are O (Water), ClC1=NC(=CN=C1)Cl (2,6-dichloropyrazine), C(C1=CC=2OCOC2C=C1)O (piperonyl alcohol), [H-].[Na+] (NaH). The solvent is O1CCOCC1 (dioxane). Run at time 8 hour. Yields the product O1COC2=C1C=CC(=C2)COC2=NC(=CN=C2)Cl (2-(1,3-Benzodioxol-5-ylmethoxy)-6-chloropyrazine). The yield is 102.0%. Reaction SMILES: Cl[C:2]1[CH:7]=[N:6][CH:5]=[C:4]([Cl:8])[N:3]=1.[CH2:9]([OH:19])[C:10]1[CH:18]=[CH:17][C:16]2[O:15][CH2:14][O:13][C:12]=2[CH:11]=1.[H-].[Na+].O>O1CCOCC1>[O:15]1[C:16]2[CH:17]=[CH:18][C:10]([CH2:9][O:19][C:2]3[CH:7]=[N:6][CH:5]=[C:4]([Cl:8])[N:3]=3)=[CH:11][C:12]=2[O:13][CH2:14]1 |f:2.3|. Procedure details: To a solution of 2,6-dichloropyrazine (298 mg, 2.00 mmol) and piperonyl alcohol (335 mg, 2.20 mmol) in dioxane (5 mL) was added NaH (55% in mineral oil, 96 mg, 2.2 mmol) at room temperature. The reaction mixture was stirred overnight. Water (0.5 mL) was added and the mixture was stirred for 15 min. Drying, Na2CO3, filtration and concentration in vacuo furnished an oil (0.54 g) that was used directly in the next step. HRMS m/z calcd for C12H9ClN2O3 (M)+ 264.0302, found 264.0303. Starting materials: acetal, resultant solution, solution, [F-].C(CCC)[N+](CCCC)(CCCC)CCCC (tetra-n-butylammonium fluoride), O (water). Run in O1CCCC1 (tetrahydrofuran), O1CCCC1 (tetrahydrofuran). The product is FC([C@@H]1[C@H](CC[C@@H](O1)OCCCCCC)O)(F)F ((2R, 5S, 6S)-tetrahydro-6-trifluoromethyl-2-hexyloxy-5-hydroxypyran), (2S, 5S, 6S)-tetrahydro-6-trifulromethyl-2-hexyloxy-5-hydroxypyran. As a reaction SMILES: [F-:1].C([N+]([CH2:15][CH2:16][CH2:17][CH3:18])(CCCC)CCCC)CCC.[OH2:19]>O1CCCC1>[F:1][C:15]([F:1])([F:1])[C@H:16]1[O:19][C@@H:16]([O:19][CH2:17][CH2:18][CH2:15][CH2:16][CH2:17][CH3:18])[CH2:15][CH2:18][C@@H:17]1[OH:19] |f:0.1|. Reported procedure: In 20 ml of tetrahydrofuran was dissolved 8.0 g (21 mmol) of the acetal compound as obtained by the aforementioned reaction. To the resultant solution was added 10 ml of a solution of tetra-n-butylammonium fluoride in tetrahydrofuran in 1.0 mol/liter concentration to proceed with reaction at 0° C. for one hour and at room temperature for further 40 hours. The reaction was stopped by the addition of distilled water, and the reaction product was extracted with diethyl ether. Then the extract was w... Starting materials: CNC1CCCC1, CNS(=O)(=O)CCCC(C)N(c1cc(Cl)ccc1Cl)S(=O)(=O)c1ccc(Cl)cc1. Product: CC(CCCS(=O)(=O)NCC1CCCC1)N(c1cc(Cl)ccc1Cl)S(=O)(=O)c1ccc(Cl)cc1. As a reaction SMILES: [CH:30]1([NH:35][CH3:36])[CH2:31][CH2:32][CH2:33][CH2:34]1.[Cl:1][c:2]1[cH:3][cH:4][c:5]([S:8](=[O:9])(=[O:10])[N:11]([CH:12]([CH2:13][CH2:14][CH2:15][S:16](=[O:17])(=[O:18])[NH:19][CH3:20])[CH3:21])[c:22]2[c:23]([Cl:29])[cH:24][cH:25][c:26]([Cl:28])[cH:27]2)[cH:6][cH:7]1>>[Cl:1][c:2]1[cH:3][cH:4][c:5]([S:8](=[O:9])(=[O:10])[N:11]([CH:12]([CH2:13][CH2:14][CH2:15][S:16](=[O:17])(=[O:18])[NH:19][CH2:20][CH:30]2[CH2:31][CH2:32][CH2:33][CH2:34]2)[CH3:21])[c:22]2[c:23]([Cl:29])[cH:24][cH:25][c:26]([Cl:28])[cH:27]2)[cH:6][cH:7]1.